Dataset: the Open Reaction Database (ORD), a public repository of structured organic reaction records. Task: describe an organic reaction: reactants, conditions, products, and yield Starting materials: CC(C)OC(=O)Nc1cccc(C2CCN(CCCN)CC2)c1, O=C(Cl)C(c1ccccc1)c1ccccc1. Yields the product CC(C)OC(=O)Nc1cccc(C2CCN(CCCNC(=O)C(c3ccccc3)c3ccccc3)CC2)c1. RXN SMILES: [NH2:17][CH2:18][CH2:19][CH2:20][N:21]1[CH2:22][CH2:23][CH:24]([c:27]2[cH:28][c:29]([NH:33][C:34]([O:35][CH:36]([CH3:37])[CH3:38])=[O:39])[cH:30][cH:31][cH:32]2)[CH2:25][CH2:26]1.[c:1]1([CH:7]([C:8](=[O:9])[Cl:10])[c:11]2[cH:12][cH:13][cH:14][cH:15][cH:16]2)[cH:2][cH:3][cH:4][cH:5][cH:6]1>>[c:1]1([CH:7]([C:8](=[O:9])[NH:17][CH2:18][CH2:19][CH2:20][N:21]2[CH2:22][CH2:23][CH:24]([c:27]3[cH:28][c:29]([NH:33][C:34]([O:35][CH:36]([CH3:37])[CH3:38])=[O:39])[cH:30][cH:31][cH:32]3)[CH2:25][CH2:26]2)[c:11]2[cH:12][cH:13][cH:14][cH:15][cH:16]2)[cH:2][cH:3][cH:4][cH:5][cH:6]1. Procedure details: N-[2-(4-Carbomethoxymethoxyphenyl)-1-methylethyl]-2-(2-hydroxyethoxy)-2-(3-chlorophenyl)ethanamine (3.0 g) in dry tetrahydrofuran (30 ml) was added dropwise, with stirring, to a suspension of lithium aluminium hydride (1.0 g) in dry tetrahydrofuran (30 ml) and the resultant mixture heated under reflux for 3 hours. After cooling, water (1 ml), 10% aqueous sodium hydroxide (1 ml) and water (2 ml) were added carefully. Filtration and evaporation of the filtrate to dryness gave an oil which was conv... Solvent: O (water), O (water), O1CCCC1 (tetrahydrofuran), O1CCCC1 (tetrahydrofuran). The reactants are Cl (hydrogen chloride), hydrochloride salt, [OH-].[Na+] (sodium hydroxide), C(=O)(OC)COC1=CC=C(C=C1)CC(C)NCC(C1=CC(=CC=C1)Cl)OCCO (N-[2-(4-Carbomethoxymethoxyphenyl)-1-methylethyl]-2-(2-hydroxyethoxy)-2-(3-chlorophenyl)ethanamine), resultant mixture, [H-].[Al+3].[Li+].[H-].[H-].[H-] (lithium aluminium hydride). RXN SMILES: [C:1]([CH2:5][O:6][C:7]1[CH:12]=[CH:11][C:10]([CH2:13][CH:14]([NH:16][CH2:17][CH:18]([O:26][CH2:27][CH2:28][OH:29])[C:19]2[CH:24]=[CH:23][CH:22]=[C:21]([Cl:25])[CH:20]=2)[CH3:15])=[CH:9][CH:8]=1)(OC)=[O:2].[H-].[Al+3].[Li+].[H-].[H-].[H-].[OH-].[Na+].Cl>O1CCCC1.O>[ClH:25].[OH:2][CH2:1][CH2:5][O:6][C:7]1[CH:12]=[CH:11][C:10]([CH2:13][CH:14]([NH:16][CH2:17][CH:18]([O:26][CH2:27][CH2:28][OH:29])[C:19]2[CH:24]=[CH:23][CH:22]=[C:21]([Cl:25])[CH:20]=2)[CH3:15])=[CH:9][CH:8]=1 |f:1.2.3.4.5.6,7.8,12.13|. The product is Cl.OCCOC1=CC=C(C=C1)CC(C)NCC(C1=CC(=CC=C1)Cl)OCCO (N-[2-(4-(2-Hydroxyethoxy)phenyl)-1-methylethyl]-2-(2-hydroxyethoxy)-2-(3-chlorophenyl)ethanamine hydrochloride). Starting materials: [Mg] (magnesium), C(CCCC)[C@@H]1CC[C@H](CC1)C=1C(CCCC1)=O (trans-4-pentylcyclohexylcyclohexenone), Grignard reagent, BrC1=CC=CC=C1 (bromobenzene), C(C)OCC (diethyl ether), Grignard reagent, Cl (hydrochloric acid). Product: C(CCCC)[C@@H]1CC[C@H](CC1)C1=CCC(CC1)(O)C1=CC=CC=C1 (1-(trans-4-pentylcyclohexyl)-4-phenyl-4-hydroxycyclohexene). Reaction SMILES: Br[C:2]1[CH:7]=[CH:6][CH:5]=[CH:4][CH:3]=1.[Mg].[CH2:9]([C@H:14]1[CH2:19][CH2:18][C@H:17]([C:20]2[C:21](=O)[CH2:22][CH2:23][CH2:24][CH:25]=2)[CH2:16][CH2:15]1)[CH2:10][CH2:11][CH2:12][CH3:13].Cl.C([O:30]CC)C>>[CH2:9]([C@H:14]1[CH2:19][CH2:18][C@H:17]([C:20]2[CH2:21][CH2:22][C:23]([C:2]3[CH:7]=[CH:6][CH:5]=[CH:4][CH:3]=3)([OH:30])[CH2:24][CH:25]=2)[CH2:16][CH2:15]1)[CH2:10][CH2:11][CH2:12][CH3:13]. Procedure: A solution of 5.0 g of bromobenzene in 20 ml of anhydrous diethyl ether was added dropwise under stirring at 10°-15° C. to 0.66 g of magnesium metal powder, followed by reaction at room temperature for 1 hour so that a Grignard reagent was formed. After 5 g of trans-4-pentylcyclohexylcyclohexenone were added under stirring at -10° to 0° C. to the thus-formed Grignard reagent, they were reacted at room temperature for additional 1 hour. After the completion of the reaction, diluted hydrochloric a... The reactants are ClC1=C(C(=CC=C1)OC)C1=CC=2N(C=3C=CC(=CC3C2C2=C1C(NC2=O)=O)O)CCC(=O)NCCN(C)C (3-(4-(2-Chloro-6-methoxyphenyl)-9-hydroxy-1,3-dioxo-2,3-dihydropyrrolo[3,4-c]carbazol-6 (1H)-yl)-N-[2-(dimethylamino)ethyl]propanamide). The reagents and catalysts are [Pd] (Pd-C), [Pd] (Pd-C). The solvent is C(C)(=O)OCC.CO (ethyl acetate methanol). Product: CN(CCNC(CCN1C=2C=CC(=CC2C=2C3=C(C(=CC12)C1=C(C=CC=C1)OC)C(NC3=O)=O)O)=O)C (N-[2-(Dimethylamino)ethyl]-3-(9-hydroxy-4-(2-methoxyphenyl)-1,3-dioxo-2,3-dihydropyrrolo[3,4-c]carbazol-6 (1H)-yl)propanamide). Isolated yield 17.1%. Reaction SMILES: Cl[C:2]1[CH:7]=[CH:6][CH:5]=[C:4]([O:8][CH3:9])[C:3]=1[C:10]1[C:22]2[C:23](=[O:27])[NH:24][C:25](=[O:26])[C:21]=2[C:20]2[C:19]3[CH:18]=[C:17]([OH:28])[CH:16]=[CH:15][C:14]=3[N:13]([CH2:29][CH2:30][C:31]([NH:33][CH2:34][CH2:35][N:36]([CH3:38])[CH3:37])=[O:32])[C:12]=2[CH:11]=1>C(OCC)(=O)C.CO.[Pd]>[CH3:38][N:36]([CH3:37])[CH2:35][CH2:34][NH:33][C:31](=[O:32])[CH2:30][CH2:29][N:13]1[C:12]2[CH:11]=[C:10]([C:3]3[CH:2]=[CH:7][CH:6]=[CH:5][C:4]=3[O:8][CH3:9])[C:22]3[C:23](=[O:27])[NH:24][C:25](=[O:26])[C:21]=3[C:20]=2[C:19]2[CH:18]=[C:17]([OH:28])[CH:16]=[CH:15][C:14]1=2 |f:1.2|. Reported procedure: To a solution of amide (260) (40 mg, 0.07 mmol)) prepared as described in example 219 in ethyl acetate/methanol (1:1, 80 mL) was added 5% Pd-C (catalytic). The resulting suspension was hydrogenated at 60 psi with stirring for 4 days, with additional portions of Pd-C being added every 24 hours. The reaction mixture was then filtered through celite and concentrated under reduced pressure before being chromatographed on silica eluting with methanol/ethyl acetate/triethylamine (1:4:trace), to give a... Starting materials: ClC=1C(=NC=CC1)C1(CCC2(OCCO2)CC1)O (8-(3-chloropyridin-2-yl)-1,4-dioxaspiro[4.5]decan-8-ol), C(C)N(CC)S(F)(F)F (diethylaminosulfur trifluoride). The solvent is C(Cl)Cl (CH2Cl2). Yields the product ClC=1C(=NC=CC1)C1(CCC2(OCCO2)CC1)F (3-chloro-2-(8-fluoro-1,4-dioxaspiro[4.5]dec-8-yl)pyridine). Yield: 41.8%. Reaction SMILES: [Cl:1][C:2]1[C:3]([C:8]2(O)[CH2:17][CH2:16][C:11]3([O:15][CH2:14][CH2:13][O:12]3)[CH2:10][CH2:9]2)=[N:4][CH:5]=[CH:6][CH:7]=1.C(N(S(F)(F)[F:25])CC)C>C(Cl)Cl>[Cl:1][C:2]1[C:3]([C:8]2([F:25])[CH2:17][CH2:16][C:11]3([O:15][CH2:14][CH2:13][O:12]3)[CH2:10][CH2:9]2)=[N:4][CH:5]=[CH:6][CH:7]=1. Procedure: To a −78° C. solution of the product of Example 1A (7.13 g, 26.4 mmol) in CH2Cl2 (120 mL) was added diethylaminosulfur trifluoride (DAST, 6.0 g, 4.89 mL, 37.0 mmol). The reaction mixture was allowed to warm to ambient temperature, quenched with water, diluted with ethyl acetate, and washed with water. The organic layer was separated and concentrated. The resulting residue was chromatographed on silica gel, eluting with 0%-30% ethyl acetate-hexane to obtain the title compound (3.0 g, 42%). 1H NMR... RXN SMILES: [OH:1][CH:2]([CH2:9][O:10][C:11]1[C:16]([CH3:17])=[CH:15][C:14]([C:18]2[O:19][C:20]([C:23]3[S:24][C:25]([CH2:28][CH:29]([CH3:31])[CH3:30])=[CH:26][CH:27]=3)=[N:21][N:22]=2)=[CH:13][C:12]=1[CH3:32])[CH2:3]OS(C)(=O)=O.[NH3:33]>C1COCC1.CO>[NH2:33][CH2:3][CH:2]([OH:1])[CH2:9][O:10][C:11]1[C:16]([CH3:17])=[CH:15][C:14]([C:18]2[O:19][C:20]([C:23]3[S:24][C:25]([CH2:28][CH:29]([CH3:30])[CH3:31])=[CH:26][CH:27]=3)=[N:21][N:22]=2)=[CH:13][C:12]=1[CH3:32]. The product is NCC(COC1=C(C=C(C=C1C)C=1OC(=NN1)C=1SC(=CC1)CC(C)C)C)O (1-amino-3-{4-[5-(5-isobutyl-thiophen-2-yl)-[1,3,4]oxadiazol-2-yl]-2,6-dimethyl-phenoxy}-propan-2-ol). Reported procedure: A solution of methanesulfonic acid 2-hydroxy-3-{4-[5-(5-isobutyl-thiophen-2-yl)-[1,3,4]oxadiazol-2-yl]-2,6-dimethyl-phenoxy}-propyl ester (220 mg, 0.458 mmol) in THF (10 mL) and 7 N NH3 in methanol (10 mL) is stirred at 65° C. for 15 h. The solvent is evaporated and the residue is separated by chromatography on prep. TLC plates with DCM containing 6% of 7 N NH3 in methanol to give 1-amino-3-{4-[5-(5-isobutyl-thiophen-2-yl)-[1,3,4]oxadiazol-2-yl]-2,6-dimethyl-phenoxy}-propan-2-ol (110 mg) as a ye... Solvent: C1CCOC1 (THF), CO (methanol). The reactants are OC(COS(=O)(=O)C)COC1=C(C=C(C=C1C)C=1OC(=NN1)C=1SC(=CC1)CC(C)C)C (methanesulfonic acid 2-hydroxy-3-{4-[5-(5-isobutyl-thiophen-2-yl)-[1,3,4]oxadiazol-2-yl]-2,6-dimethyl-phenoxy}-propyl ester), N (NH3).